Dataset: the Open Reaction Database (ORD), a public repository of structured organic reaction records. Task: describe an organic reaction: reactants, conditions, products, and yield The reactants are C1(=CC=CC=C1)B(O)O (phenylboronic acid), BrC=1C=C(C=NC1)CC1=C(N=C(C2=CC(=C(C=C12)OC)OC)C)O (4-((5-bromopyridin-3-yl)methyl)-6,7-dimethoxy-1-methylisoquinolin-3-ol), BrC=1C=C(C=NC1)CC1=C(N=C(C2=CC(=C(C=C12)OC)OC)C)O (4-((5-Bromopyridin-3-yl)methyl)-6,7-dimethoxy-1-methylisoquinolin-3-ol), C(=O)([O-])[O-].[Na+].[Na+] (Na2CO3), O (H2O). Reagents/catalysts: Cl[Pd]([P](C1=CC=CC=C1)(C2=CC=CC=C2)C3=CC=CC=C3)([P](C4=CC=CC=C4)(C5=CC=CC=C5)C6=CC=CC=C6)Cl (Pd(PPh3)2Cl2). Run in CCO (EtOH), C(OC)COC (dimethoxyethane), CCOC(=O)C (EtOAc). Yields the product COC=1C=C2C(=C(N=C(C2=CC1OC)C)O)CC=1C=NC=C(C1)C1=CC=CC=C1 (6,7-dimethoxy-1-methyl-4-((5-phenylpyridin-3-yl)methyl)isoquinolin-3-ol). RXN SMILES: Br[C:2]1[CH:3]=[C:4]([CH2:8][C:9]2[C:18]3[C:13](=[CH:14][C:15]([O:21][CH3:22])=[C:16]([O:19][CH3:20])[CH:17]=3)[C:12]([CH3:23])=[N:11][C:10]=2[OH:24])[CH:5]=[N:6][CH:7]=1.[C:25]1(B(O)O)[CH:30]=[CH:29][CH:28]=[CH:27][CH:26]=1.C([O-])([O-])=O.[Na+].[Na+].O>CCO.CCOC(C)=O.Cl[Pd](Cl)([P](C1C=CC=CC=1)(C1C=CC=CC=1)C1C=CC=CC=1)[P](C1C=CC=CC=1)(C1C=CC=CC=1)C1C=CC=CC=1.C(COC)OC>[CH3:20][O:19][C:16]1[CH:17]=[C:18]2[C:13](=[CH:14][C:15]=1[O:21][CH3:22])[C:12]([CH3:23])=[N:11][C:10]([OH:24])=[C:9]2[CH2:8][C:4]1[CH:5]=[N:6][CH:7]=[C:2]([C:25]2[CH:30]=[CH:29][CH:28]=[CH:27][CH:26]=2)[CH:3]=1 |f:2.3.4,^1:52,71|. Procedure details: To a stirred solution of 4-((5-bromopyridin-3-yl)methyl)-6,7-dimethoxy-1-methylisoquinolin-3-ol CCH 34166 (66 mg, 170 μmol) in absolute EtOH (0.9 mL) in a 20 mL microwave vial equipped with a magnetic stirrer were added phenylboronic acid (20 mg, 164 μmol), Pd(PPh3)2Cl2 (10 mg, 14 μmol), a 2 N aq. Na2CO3 solution (0.30 mL, 0.60 mmol), H2O (2.7 mL) and dimethoxyethane (3.5 mL) and the resulting mixture was stirred at 140° C. for 25 min. After cooling to RT, the mixture was diluted with EtOAc (30 ...